Dataset: the Open Reaction Database (ORD), a public repository of structured organic reaction records. Task: describe an organic reaction: reactants, conditions, products, and yield The reactants are C(C)I (EtI), BrC=1C=C(C=NC1)CO ((5-bromopyridin-3-yl)methanol), [OH-].[K+] (KOH). Run in CS(=O)C (DMSO), CS(=O)C (DMSO), O (water). Conditions: time 1 hour. Product: BrC=1C=NC=C(C1)COCC (3-bromo-5-(ethoxymethyl)pyridine). Isolated yield 97.4%. Reaction SMILES: [OH-].[K+].[Br:3][C:4]1[CH:5]=[C:6]([CH2:10][OH:11])[CH:7]=[N:8][CH:9]=1.[CH2:12](I)[CH3:13]>CS(C)=O.O>[Br:3][C:4]1[CH:9]=[N:8][CH:7]=[C:6]([CH2:10][O:11][CH2:12][CH3:13])[CH:5]=1 |f:0.1|. Procedure details: To a mixture of powdered KOH (5.96 g, 106.4 mmol) in anhydrous DMSO (20 mL) was added under argon a solution of (5-bromopyridin-3-yl)methanol (example 26c) (5 g, 26.6 mmol) in anhydrous DMSO (20 mL), followed by EtI (2.6 mL, 31.9 mmol). The reaction mixture was stirred at room temperature for 1 hour then diluted with water and extracted with EtOAc. The organic phase was washed with water and brine, dried over MgSO4, filtered and evaporated to give 5.6 g of 3-bromo-5-(ethoxymethyl)pyridine as a d... Starting materials: O=C1CCCO1, CN(C)P(=O)(N(C)C)N(C)C, [KH], Nc1cccc2cccnc12, C1CCOC1, O, Cc1ccc(S(=O)(=O)Cl)cc1. The product is O=C1CCCN1c1cccc2cccnc12. As a reaction SMILES: [C:13]1(=[O:18])[CH2:14][CH2:15][CH2:16][O:17]1.[CH3:36][N:37]([CH3:38])[P:39](=[O:40])([N:41]([CH3:42])[CH3:43])[N:44]([CH3:45])[CH3:46].[KH:1].[NH2:2][c:3]1[cH:4][cH:5][cH:6][c:7]2[cH:8][cH:9][cH:10][n:11][c:12]12.[O:30]1[CH2:31][CH2:32][CH2:33][CH2:34]1.[OH2:35].[c:19]1([CH3:20])[cH:21][cH:22][c:23]([S:24]([Cl:25])(=[O:26])=[O:27])[cH:28][cH:29]1>>[N:2]1([c:3]2[cH:4][cH:5][cH:6][c:7]3[cH:8][cH:9][cH:10][n:11][c:12]23)[CH2:13][CH2:14][CH2:15][C:16]1=[O:17]. Starting materials: 92, N1=C(C=NC=C1)C(=O)N (2-pyrazine carboxamide), three, C1(=CC=CC=C1)C[C@@H](C(=O)O)NC(=O)C1=NC=CN=C1 ((S)-3-phenyl-2-[(pyrazine-2-carbonyl)-amino]-propionic acid), 0-(7-azabenzotriazol-1-yl)-N,N,N′N′-tetramethyluronium hexafluorophosphate, Cl.C[C@]12[C@H](OB(O1)[C@H](CC(C)C)N)C[C@H]1C([C@@H]2C1)(C)C ((1R)-1-[(3aS,4S,6S,7aR)-hexahydro-3a,5,5-trimethyl-4,6-methano-1,3,2-benzodioxaborol-2-yl]-3-methylbutylamine hydrochloride salt), C(C)(C)N(C(C)C)CC (N,N-di-isopropyl ethyl amine). Run in CN(C=O)C (N,N-dimethylformamide). Run at temperature -25.5 celsius, time 8 hour. The product is O1B(OCCNCC1)[C@H](CC(C)C)NC([C@H](CC1=CC=CC=C1)NC(=O)C1=NC=CN=C1)=O ((2S)—N-[(1R)-1-(1,3,6,2-dioxazaborocan-2-yl)-3-methylbutyl]-3-phenyl-2-(pyrazin-2-ylformamido)propanamide). Yield: 93.0%. Reaction SMILES: [N:1]1[CH:6]=[CH:5]N=C[C:2]=1[C:7](N)=[O:8].[C:10]1([CH2:16][C@H:17]([NH:21][C:22]([C:24]2[CH:29]=[N:28][CH:27]=[CH:26][N:25]=2)=[O:23])[C:18]([OH:20])=O)[CH:15]=[CH:14][CH:13]=[CH:12][CH:11]=1.Cl.C[C@]12[C@H]3C[C@H](C3(C)C)C[C@H]1[O:34][B:35]([C@@H:37]([NH2:42])[CH2:38][CH:39]([CH3:41])[CH3:40])O2.C(N(CC)C(C)C)(C)C>CN(C)C=O>[O:8]1[CH2:7][CH2:2][NH:1][CH2:6][CH2:5][O:34][B:35]1[C@@H:37]([NH:42][C:18](=[O:20])[C@@H:17]([NH:21][C:22]([C:24]1[CH:29]=[N:28][CH:27]=[CH:26][N:25]=1)=[O:23])[CH2:16][C:10]1[CH:11]=[CH:12][CH:13]=[CH:14][CH:15]=1)[CH2:38][CH:39]([CH3:41])[CH3:40] |f:2.3|. Procedure details: Preparation of N-[(1S)-1[[[(1R)-1-[3aS,4S,6S,7aR)-hexahydro-3a,5,5-trimethyl-4,6-methano-1,3,2-benzodioxaborol-2-yl]-3-methylbutyl]amino]carbonyl]-2-benzyl]2-pyrazine carboxamide. A 500 ml three neck round bottomed flask equipped with a stir bar, addition funnel, thermocouple, nitrogen inlet/outlet and cooling bath is charged with 11 g (99.9 mmol) of (S)-3-phenyl-2-[(pyrazine-2-carbonyl)-amino]-propionic acid, 15.5.0 g (40.6 mmol) of 0-(7-azabenzotriazol-1-yl)-N,N,N′N′-tetramethyluronium hexaflu...